Dataset: the Open Reaction Database (ORD), a public repository of structured organic reaction records. Task: describe an organic reaction: reactants, conditions, products, and yield Starting materials: CCCO, Nc1c(I)cc(Cl)cc1[N+](=O)[O-], [H][H], C1CCOC1. The product is Nc1cc(Cl)cc(I)c1N. As a reaction SMILES: [CH2:20]([OH:21])[CH2:22][CH3:23].[Cl:1][c:2]1[cH:3][c:4]([I:12])[c:5]([NH2:6])[c:7]([N+:9]([O-:10])=[O:11])[cH:8]1.[H:18][H:19].[O:13]1[CH2:14][CH2:15][CH2:16][CH2:17]1>>[Cl:1][c:2]1[cH:3][c:4]([I:12])[c:5]([NH2:6])[c:7]([NH2:9])[cH:8]1. The reactants are COc1ccc(S(=O)(=O)NC(C)(C)C(=O)NOCc2ccccc2)cc1, CO, [Pd]. The product is COc1ccc(S(=O)(=O)NC(C)(C)C(=O)NO)cc1. As a reaction SMILES: [CH2:1]([c:2]1[cH:3][cH:4][cH:5][cH:6][cH:7]1)[O:8][NH:9][C:10]([C:11]([CH3:12])([CH3:13])[NH:14][S:15](=[O:16])(=[O:17])[c:18]1[cH:19][cH:20][c:21]([O:24][CH3:25])[cH:22][cH:23]1)=[O:26].[CH3:27][OH:28].[Pd:29]>>[OH:8][NH:9][C:10]([C:11]([CH3:12])([CH3:13])[NH:14][S:15](=[O:16])(=[O:17])[c:18]1[cH:19][cH:20][c:21]([O:24][CH3:25])[cH:22][cH:23]1)=[O:26]. Reactants: CN1C=C2C=CC=CC2=CC1=O (N-methyl-2H-3-isoquinolone), C1=CC=C(C=C1)CC(=O)Cl (phenacetyl chloride). The product is C(=O)N(C(CC1=CC=CC=C1)=O)C (N-formyl-N-methyl-2-phenyl-acetamide). Reaction SMILES: [CH3:1][N:2]1[C:11](=[O:12])[CH:10]=[C:9]2[C:4]([CH:5]=[CH:6][CH:7]=[CH:8]2)=[CH:3]1.C1C=CC(CC(Cl)=[O:21])=CC=1>>[CH:3]([N:2]([CH3:1])[C:11](=[O:12])[CH2:10][C:9]1[CH:4]=[CH:5][CH:6]=[CH:7][CH:8]=1)=[O:21]. Procedure: In this case, the yield of N-methyl-2H-3-isoquinolone, with a melting point of 235°-236°C., calculated upon the amount of phenacetyl chloride used, reaches 40- 45%.